From a dataset of the Open Reaction Database (ORD), a public repository of structured organic reaction records. describe an organic reaction: reactants, conditions, products, and yield The reactants are BrC1=C(OC2=CC(=C(C=C2)OC)C(C)C)C(=CC(=C1C)[N+](=O)[O-])Br (4-(2,6-Dibromo-3-methyl-4-nitrophenoxy)-2-isopropylanisole), 8B, Ice. Solvent: C(Cl)Cl (CH2Cl2). Reaction conditions: temperature 0 celsius, time 16 hour. Product: BrC1=C(OC2=CC(=C(C=C2)O)C(C)C)C(=CC(=C1C)[N+](=O)[O-])Br (4-(2,6-dibromo-3-methyl-4-nitrophenoxy)-2-isopropylphenol). Yield: 46.0%. RXN SMILES: [Br:1][C:2]1[C:19]([CH3:20])=[C:18]([N+:21]([O-:23])=[O:22])[CH:17]=[C:16]([Br:24])[C:3]=1[O:4][C:5]1[CH:10]=[CH:9][C:8]([O:11]C)=[C:7]([CH:13]([CH3:15])[CH3:14])[CH:6]=1>C(Cl)Cl>[Br:1][C:2]1[C:19]([CH3:20])=[C:18]([N+:21]([O-:23])=[O:22])[CH:17]=[C:16]([Br:24])[C:3]=1[O:4][C:5]1[CH:10]=[CH:9][C:8]([OH:11])=[C:7]([CH:13]([CH3:15])[CH3:14])[CH:6]=1. Reported procedure: 4-(2,6-Dibromo-3-methyl-4-nitrophenoxy)-2-isopropylanisole of Part 8B (560-mg, 1.22 mmol) was dissolved in CH2Cl2 (10 mL) and cooled to 0° C. Ice-cold BF3-SMe2 (5 mL, 47.5 mmol) was added and the temperature was allowed to reach room temperature. After 16 hours stirring at room temperature, the reaction mixture was quenched by ice water and stirred for 30 minutes. A phase separator (IST) was used to separate the two phases and the aqueous phase was extracted by CHCl3. The collected organic phase... Reactants: [Na] (sodium), C1(CC1)C(C=CC1=CC=CC=C1)=O (1-cyclopropyl-3-phenylprop-2-en-1-one), [N+](=O)([O-])CC (nitroethane), C[O-].[Na+] (sodium methylate). The solvent is CO (methanol). The product is C1(CC1)CC(C(C(C)[N+](=O)[O-])C1=CC=CC=C1)=O (1-cyclopropyl-3-phenyl-4-nitropentanone). As a reaction SMILES: [CH:1]1([C:4](=O)[CH:5]=[CH:6][C:7]2[CH:12]=[CH:11][CH:10]=[CH:9][CH:8]=2)[CH2:3][CH2:2]1.[N+:14]([CH2:17][CH3:18])([O-:16])=[O:15].C[O-:20].[Na+].[Na]>CO>[CH:1]1([CH2:4][C:5](=[O:20])[CH:6]([C:7]2[CH:12]=[CH:11][CH:10]=[CH:9][CH:8]=2)[CH:17]([N+:14]([O-:16])=[O:15])[CH3:18])[CH2:3][CH2:2]1 |f:2.3,^1:21|. Procedure: 22.5 G of 1-cyclopropyl-3-phenylprop-2-en-1-one and 12 ml of nitroethane in 130 ml of methanol containing sodium methylate prepared from 1.6 g of sodium is refluxed for 12 hours. After cooling, the reagents are destroyed with water-ice, neutralised with dilute hydrochloric acid and extracted with ether; the ether extract is washed with water and dried over sodium sulphate. The ether is evaporated in vacuo to give 19 g of 1-cyclopropyl-3-phenyl-4-nitropentanone which is used in the crude form for... The reactants are CCCCCC, O=C(O)C(C(=O)O)C1c2ccccc2CCc2ccccc21, c1ccccc1. Product: O=C(O)CC1c2ccccc2CCc2ccccc21. As a reaction SMILES: [CH3:29][CH2:30][CH2:31][CH2:32][CH2:33][CH3:34].[cH:1]1[cH:2][cH:3][cH:4][c:5]2[c:11]1[CH2:10][CH2:9][c:8]1[c:7]([cH:15][cH:14][cH:13][cH:12]1)[CH:6]2[CH:16]([C:17](=[O:18])[OH:19])[C:20]([OH:21])=[O:22].[cH:23]1[cH:24][cH:25][cH:26][cH:27][cH:28]1>>[cH:1]1[cH:2][cH:3][cH:4][c:5]2[c:11]1[CH2:10][CH2:9][c:8]1[c:7]([cH:15][cH:14][cH:13][cH:12]1)[CH:6]2[CH2:16][C:17](=[O:18])[OH:19]. The reactants are [H-].[Na+] (Sodium hydride), ClC1=CC=C(C=2N3C(=NC21)N(CCC3)C=3C=NC(=CC3C)N(C)C)C(CC)O (1-{9-chloro-1-[6-(dimethylamino)-4-methylpyridin-3-yl]-1,2,3,4-tetrahydropyrimido[1,2-a]benzimidazol-6-yl}propan-1-ol), C(C)I (ethyl iodide). Solvent: [Cl-].[NH4+] (ammonium chloride), CN(C=O)C (N,N-dimethylformamide). Reaction conditions: time 5 minute. Yields the product ClC1=CC=C(C=2N3C(=NC21)N(CCC3)C=3C(=CC(=NC3)N(C)C)C)C(CC)OCC (5-[9-Chloro-6-(1-ethoxypropyl)-3,4-dihydropyrimido[1,2-a]benzimidazol-1(2H)-yl]-N,N,4-trimethylpyridin-2-amine). The yield is 50.1%. As a reaction SMILES: [H-].[Na+].[Cl:3][C:4]1[C:12]2[N:11]=[C:10]3[N:13]([C:17]4[CH:18]=[N:19][C:20]([N:24]([CH3:26])[CH3:25])=[CH:21][C:22]=4[CH3:23])[CH2:14][CH2:15][CH2:16][N:9]3[C:8]=2[C:7]([CH:27]([OH:30])[CH2:28][CH3:29])=[CH:6][CH:5]=1.[CH2:31](I)[CH3:32]>CN(C)C=O.[Cl-].[NH4+]>[Cl:3][C:4]1[C:12]2[N:11]=[C:10]3[N:13]([C:17]4[C:22]([CH3:23])=[CH:21][C:20]([N:24]([CH3:25])[CH3:26])=[N:19][CH:18]=4)[CH2:14][CH2:15][CH2:16][N:9]3[C:8]=2[C:7]([CH:27]([O:30][CH2:31][CH3:32])[CH2:28][CH3:29])=[CH:6][CH:5]=1 |f:0.1,5.6|. Procedure: Sodium hydride (60% in oil, 27.1 mg, 0.678 mmol) was added to a stirred solution of 1-{9-chloro-1-[6-(dimethylamino)-4-methylpyridin-3-yl]-1,2,3,4-tetrahydropyrimido[1,2-a]benzimidazol-6-yl}propan-1-ol (226 mg, 0.565 mmol) in N,N-dimethylformamide (5.0 mL) at room temperature. After stirring 5 min, ethyl iodide (132 mg, 0.848 mmol) was added to the mixture, and the mixture was stirred at room temperature for 6 hr. The mixture was diluted with aqueous saturated ammonium chloride, and extracted wi...